This data is from the Open Reaction Database (ORD), a public repository of structured organic reaction records. The task is: describe an organic reaction: reactants, conditions, products, and yield Starting materials: COC(=O)C=1NC2=CC(=CC=C2C1)SC (methyl-6-methylsulfanyl-1H-indole-2-carboxylate), [OH-].[Na+] (NaOH). Yields the product CSC1=CC=C2C=C(NC2=C1)C(=O)O (6-Methylsulfanyl-1H-indole-2-carboxylic acid). Yield: 90.8%. As a reaction SMILES: C[O:2][C:3]([C:5]1[NH:6][C:7]2[C:12]([CH:13]=1)=[CH:11][CH:10]=[C:9]([S:14][CH3:15])[CH:8]=2)=[O:4].[OH-].[Na+]>>[CH3:15][S:14][C:9]1[CH:8]=[C:7]2[C:12]([CH:13]=[C:5]([C:3]([OH:4])=[O:2])[NH:6]2)=[CH:11][CH:10]=1 |f:1.2|. Procedure: A mixture of methyl-6-methylsulfanyl-1H-indole-2-carboxylate (11.2 g, 51 mmol) and 2N NaOH (125 ml) was heated to reflux temperature for 30 minutes. The clear solution was cooled, and extracted with EtOAc. The aqueous fraction was acidified with concentrated HCl to pH=1, and the precipitate which formed, was filtered and dried to give 6-Methylsulfanyl-1H-indole-2-carboxylic acid (9.6 g, 91.0%). The reactants are C[Si](C)(C)C#CC=1C=C(C=O)C=CC1 (3-(trimethylsilylethynyl)benzaldehyde), S([O-])(O)=O.[Na+] (sodium bisulfite), NC=1C=C(C=CC1NC1=CC=CC=C1)C(C(F)(F)F)(C(F)(F)F)C1=CC(=C(C=C1)NC1=CC=CC=C1)N (2,2-bis(3-amino-4-anilinophenyl)hexafluoropropane). Solvent: O.C(C)O (water ethanol). The product is FC(C(C(F)(F)F)(C1=CC2=C(N(C(=N2)C2=CC(=CC=C2)C#C)C2=CC=CC=C2)C=C1)C1=CC2=C(N(C(=N2)C2=CC(=CC=C2)C#C)C2=CC=CC=C2)C=C1)(F)F (5,5'-(hexafluoroisopropylidene)bis[1-phenyl-2-(3-ethynylphenyl)benzimidazole]). As a reaction SMILES: C[Si]([C:5]#[C:6][C:7]1[CH:8]=[C:9]([CH:12]=[CH:13][CH:14]=1)[CH:10]=O)(C)C.S(=O)(O)[O-].[Na+].[NH2:20][C:21]1[CH:22]=[C:23]([C:34]([C:43]2[CH:48]=[CH:47][C:46]([NH:49][C:50]3[CH:55]=[CH:54][CH:53]=[CH:52][CH:51]=3)=[C:45]([NH2:56])[CH:44]=2)([C:39]([F:42])([F:41])[F:40])[C:35]([F:38])([F:37])[F:36])[CH:24]=[CH:25][C:26]=1[NH:27][C:28]1[CH:33]=[CH:32][CH:31]=[CH:30][CH:29]=1>O.C(O)C>[F:36][C:35]([F:37])([F:38])[C:34]([C:23]1[CH:24]=[CH:25][C:26]2[N:27]([C:28]3[CH:33]=[CH:32][CH:31]=[CH:30][CH:29]=3)[C:10]([C:9]3[CH:12]=[CH:13][CH:14]=[C:7]([C:6]#[CH:5])[CH:8]=3)=[N:20][C:21]=2[CH:22]=1)([C:43]1[CH:48]=[CH:47][C:46]2[N:49]([C:50]3[CH:55]=[CH:54][CH:53]=[CH:52][CH:51]=3)[C:10]([C:9]3[CH:12]=[CH:13][CH:14]=[C:7]([C:6]#[CH:5])[CH:8]=3)=[N:56][C:45]=2[CH:44]=1)[C:39]([F:40])([F:41])[F:42] |f:1.2,4.5|. Reported procedure: The exact procedure described above (high dilution and dropwise addition) was repeated for 26.0 g of the aldehyde (VI), 110 g of sodium bisulfite, and 30.0 g of the tetramine (V) in a total volume of 4.5 L of 1:5 water-ethanol. At the end, the powdery end product (VIII) was fractionated by Soxhlet extraction into an ether-insoluble portion (high oligomers) and an ether-soluble portion (20.0 g, 46.9%). The latter material, when tested on the Kofler hot bench at 250° C., showed a gel time of about... Starting materials: CCOCC, CO, [Cl-], [NH4+], [Na], N#Cc1cnccn1. The product is Cl, N=C(N)c1cnccn1. Reaction SMILES: [CH3:14][CH2:15][O:16][CH2:17][CH3:18].[CH3:1][OH:2].[Cl-:12].[NH4+:13].[Na:3].[n:4]1[c:5]([C:10]#[N:11])[cH:6][n:7][cH:8][cH:9]1>>[ClH:12].[n:4]1[c:5]([C:10](=[NH:11])[NH2:13])[cH:6][n:7][cH:8][cH:9]1. Starting materials: C([O-])([O-])=O.[K+].[K+] (Potassium carbonate), C(C)(=O)OC=1C=C(C=CC1)[C@]1([C@H](CN(CC1)C[C@@H](C(=O)OC)CC1=CC=CC=C1)C)C (Methyl (αS,3R,4R)-4-(3-acetoxyphenyl)-3,4-dimethyl-α-(phenylmethyl)-1-piperidinepropanoate), O (Water). Run in CO (methanol). Reaction conditions: time 2 hour. The product is OC=1C=C(C=CC1)[C@]1([C@H](CN(CC1)C[C@@H](C(=O)OC)CC1=CC=CC=C1)C)C (Methyl (αS,3R,4R)-4-(3-hydroxyphenyl)-3,4-dimethyl-α-(phenylmethyl)-1-piperidinepropanoate). Isolated yield 87.6%. RXN SMILES: C(=O)([O-])[O-].[K+].[K+].C([O:10][C:11]1[CH:12]=[C:13]([C@:17]2([CH3:37])[CH2:22][CH2:21][N:20]([CH2:23][C@H:24]([CH2:29][C:30]3[CH:35]=[CH:34][CH:33]=[CH:32][CH:31]=3)[C:25]([O:27][CH3:28])=[O:26])[CH2:19][C@@H:18]2[CH3:36])[CH:14]=[CH:15][CH:16]=1)(=O)C.O>CO>[OH:10][C:11]1[CH:12]=[C:13]([C@:17]2([CH3:37])[CH2:22][CH2:21][N:20]([CH2:23][C@H:24]([CH2:29][C:30]3[CH:31]=[CH:32][CH:33]=[CH:34][CH:35]=3)[C:25]([O:27][CH3:28])=[O:26])[CH2:19][C@@H:18]2[CH3:36])[CH:14]=[CH:15][CH:16]=1 |f:0.1.2|. Procedure: Potassium carbonate (1.46 g, 0.0105 mol, 3 eq) was added to a solution of 5a (1.49 g, 0.0035 mol, 1 eq) in methanol (15 mL) (see FIGS. 2 and 3). The suspension was stirred under nitrogen for 2 h. Water (200 mL) was added and the suspension was extracted with ethyl acetate (200 mL). The organic solution was washed with brine (100 mL), separated and dried over sodium sulfate. Evaporation of the solvent afforded the methyl ester 6a as a solid (1.17 g, 87% yield). Rf 0.30 (hexane/EtOAc=8:2). 1H NMR ... Reactants: ClCCCBr, CS(C)=O, Clc1ccc(CN2CCCNCC2)cc1, [K+], [OH-], O. Yields the product ClCCCN1CCCN(Cc2ccc(Cl)cc2)CC1. Reaction SMILES: [Br:1][CH2:2][CH2:3][CH2:4][Cl:5].[CH3:24][S:25](=[O:26])[CH3:27].[Cl:6][c:7]1[cH:8][cH:9][c:10]([CH2:11][N:12]2[CH2:13][CH2:14][NH:15][CH2:16][CH2:17][CH2:18]2)[cH:19][cH:20]1.[K+:22].[OH-:21].[OH2:23]>>[CH2:2]([CH2:3][CH2:4][Cl:5])[N:15]1[CH2:14][CH2:13][N:12]([CH2:11][c:10]2[cH:9][cH:8][c:7]([Cl:6])[cH:20][cH:19]2)[CH2:18][CH2:17][CH2:16]1. The reactants are BrC=1C(N(C(=CC1OCC1=C(C=C(C=C1)F)F)C)C1=C(C=C(C(=O)OC)C=C1)F)=O (methyl 4-[3-bromo-4-[(2,4-difluorobenzyl)oxy]-6-methyl 2-oxopyridin-1(2H)-yl]-3-fluorobenzoate), [OH-].[Na+] (NaOH), CO (methanol), O (water). The solvent is O1CCCC1 (tetrahydrofuran). Conditions: time 2 hour. The product is BrC=1C(N(C(=CC1OCC1=C(C=C(C=C1)F)F)C)C1=C(C=C(C(=O)O)C=C1)F)=O (4-[3-bromo-4-[(2,4-difluorobenzyl)oxy]-6-methyl-2-oxopyridin-1(2H)-yl]-3-fluorobenzoic acid). RXN SMILES: [Br:1][C:2]1[C:3](=[O:30])[N:4]([C:19]2[CH:28]=[CH:27][C:22]([C:23]([O:25]C)=[O:24])=[CH:21][C:20]=2[F:29])[C:5]([CH3:18])=[CH:6][C:7]=1[O:8][CH2:9][C:10]1[CH:15]=[CH:14][C:13]([F:16])=[CH:12][C:11]=1[F:17].CO.O.[OH-].[Na+]>O1CCCC1>[Br:1][C:2]1[C:3](=[O:30])[N:4]([C:19]2[CH:28]=[CH:27][C:22]([C:23]([OH:25])=[O:24])=[CH:21][C:20]=2[F:29])[C:5]([CH3:18])=[CH:6][C:7]=1[O:8][CH2:9][C:10]1[CH:15]=[CH:14][C:13]([F:16])=[CH:12][C:11]=1[F:17] |f:3.4|. Procedure: Compound of Example 604 (4.1 g, 8.5 mmol) was suspended in tetrahydrofuran (30 mL), methanol (15 mL), water (15 mL) and 2.5 N NaOH (6.8 mL, 17 mmol)). After stirring at room temperature for 2 hour, the reaction was complete and the organics were removed. The aqueous layer was acidified to pH 1 with 3N HCl, the solids were suspended in water, filtered, and washed with diethyl ether. The title compound was obtained as a white powder and used without further purification (4.4 g). 1H NMR (400 MHz, C... Reactants: BrC(C)C=1C=CC(=NC1)C(Cl)(Cl)Cl (5-(1-bromoethyl)-2-(trichloromethyl)pyridine), C[S-].[Na+] (sodium thiomethoxide). Solvent: C(C)O (ethanol). Reaction conditions: time 8 hour. Yields the product CSC(C)C=1C=CC(=NC1)C(Cl)(Cl)Cl (5-[1-(methylthio)ethyl]-2-(trichloromethyl)pyridine). RXN SMILES: Br[CH:2]([C:4]1[CH:5]=[CH:6][C:7]([C:10]([Cl:13])([Cl:12])[Cl:11])=[N:8][CH:9]=1)[CH3:3].[CH3:14][S-:15].[Na+]>C(O)C>[CH3:14][S:15][CH:2]([C:4]1[CH:5]=[CH:6][C:7]([C:10]([Cl:13])([Cl:12])[Cl:11])=[N:8][CH:9]=1)[CH3:3] |f:1.2|. Procedure details: A solution of 5-(1-bromoethyl)-2-(trichloromethyl)pyridine (A) (0.95 g, 3.14 mmol) in ethanol (15 mL) was treated with sodium thiomethoxide (0.44 g, 6.29 mmol) portionwise at 0° C. The mixture was stirred at room temperature overnight. The solvent ethanol was then removed under a reduced pressure and the residue was re-taken into CH2Cl2 and brine. The two phases were separated and the organic layer was dried over anhydrous Na2SO4, filtered, concentrated. The residue was purified on silica gel us...